From a dataset of the Open Reaction Database (ORD), a public repository of structured organic reaction records. describe an organic reaction: reactants, conditions, products, and yield The reactants are ClCl (Chlorine), [N+](=O)([O-])C(CO)(COCOCC(CO)([N+](=O)[O-])[N+](=O)[O-])[N+](=O)[O-] (2,2,8,8-tetranitro-4,6-dioxanonane-1,9-diol), ClC(Cl)(Cl)SSC(OCC(F)([N+](=O)[O-])[N+](=O)[O-])(OCC(F)([N+](=O)[O-])[N+](=O)[O-])OCC([N+](=O)[O-])([N+](=O)[O-])F (tris(2-fluoro-2,2-dinitroethoxy)methyl trichloromethyl disulfide). Solvent: ClCCCl (1,2-dichloroethane). Run at temperature 65 celsius, time 22 hour. The product is FC(COC(OCC(COCOCC(CO)([N+](=O)[O-])[N+](=O)[O-])([N+](=O)[O-])[N+](=O)[O-])(OCC(F)([N+](=O)[O-])[N+](=O)[O-])OCC(F)([N+](=O)[O-])[N+](=O)[O-])([N+](=O)[O-])[N+](=O)[O-] (11,11,11-Tris(2-fluoro-2,2-dinitroethoxy)-2,2,8,8-tetranitro-4,6,10-trioxaundecanol). RXN SMILES: ClCl.[N+:3]([C:6]([N+:23]([O-:25])=[O:24])([CH2:9][O:10][CH2:11][O:12][CH2:13][C:14]([N+:20]([O-:22])=[O:21])([N+:17]([O-:19])=[O:18])[CH2:15][OH:16])[CH2:7][OH:8])([O-:5])=[O:4].ClC(SS[C:32]([O:53][CH2:54][C:55]([F:62])([N+:59]([O-:61])=[O:60])[N+:56]([O-:58])=[O:57])([O:43][CH2:44][C:45]([N+:50]([O-:52])=[O:51])([N+:47]([O-:49])=[O:48])[F:46])[O:33][CH2:34][C:35]([N+:40]([O-:42])=[O:41])([N+:37]([O-:39])=[O:38])[F:36])(Cl)Cl>ClCCCl>[F:36][C:35]([N+:37]([O-:39])=[O:38])([N+:40]([O-:42])=[O:41])[CH2:34][O:33][C:32]([O:53][CH2:54][C:55]([N+:56]([O-:58])=[O:57])([N+:59]([O-:61])=[O:60])[F:62])([O:43][CH2:44][C:45]([N+:47]([O-:49])=[O:48])([N+:50]([O-:52])=[O:51])[F:46])[O:16][CH2:15][C:14]([N+:17]([O-:19])=[O:18])([N+:20]([O-:22])=[O:21])[CH2:13][O:12][CH2:11][O:10][CH2:9][C:6]([N+:23]([O-:25])=[O:24])([N+:3]([O-:5])=[O:4])[CH2:7][OH:8]. Procedure: Chlorine gas was passed into a solution of 3.78 g (0.011 mol) of 2,2,8,8-tetranitro-4,6-dioxanonane-1,9-diol and 6.53 g (0.01 mol) of tris(2-fluoro-2,2-dinitroethoxy)methyl trichloromethyl disulfide in 20 ml of dry 1,2-dichloroethane at 65° C. for two hours. Heating at 65° C. was continued for 22 hours at which time the solvent was removed and the oily residue was washed with 2×30 ml of hexane. Thin layer chromatography indicated the product was a mixture of the mono-(XI) and the bis-orthocarbon...